This data is from the Open Reaction Database (ORD), a public repository of structured organic reaction records. The task is: describe an organic reaction: reactants, conditions, products, and yield The reactants are CCCOc1cccc(-c2ncc(Br)cn2)c1, OB(O)c1ccc(OCc2ccccc2)cc1. Product: CCCOc1cccc(-c2ncc(-c3ccc(OCc4ccccc4)cc3)cn2)c1. As a reaction SMILES: [Br:1][c:2]1[cH:3][n:4][c:5](-[c:8]2[cH:9][c:10]([O:14][CH2:15][CH2:16][CH3:17])[cH:11][cH:12][cH:13]2)[n:6][cH:7]1.[CH2:18]([c:19]1[cH:20][cH:21][cH:22][cH:23][cH:24]1)[O:25][c:26]1[cH:27][cH:28][c:29]([B:32]([OH:33])[OH:34])[cH:30][cH:31]1>>[c:2]1(-[c:29]2[cH:28][cH:27][c:26]([O:25][CH2:18][c:19]3[cH:20][cH:21][cH:22][cH:23][cH:24]3)[cH:31][cH:30]2)[cH:3][n:4][c:5](-[c:8]2[cH:9][c:10]([O:14][CH2:15][CH2:16][CH3:17])[cH:11][cH:12][cH:13]2)[n:6][cH:7]1. Reactants: N1(CCOCC1)C=1N=C(NC(C1)=O)CC(=O)[O-].[Na+] (sodium [4-(morpholin-4-yl)-6-oxo-1,6-dihydropyrimidin-2-yl]acetate), C=1(C(=CC=CC1)N)N (benzene-1,2-diamine), Cl.CN(CCCN=C=NCC)C (N-[3-(dimethylamino)propyl]-N′-ethylcarbodiimide hydrochloride). Run in N1=CC=CC=C1 (pyridine), CN(C=O)C (dimethylformamide), C(C)(=O)O (acetic acid). Product: N1C(=NC2=C1C=CC=C2)CC2=NC(=CC(N2)=O)N2CCOCC2 (2-(1H-benzimidazol-2-ylmethyl)-6-(morpholin-4-yl)pyrimidin-4(3H)-one). Isolated yield 21.0%. Reaction SMILES: [N:1]1([C:7]2[N:8]=[C:9]([CH2:14][C:15]([O-])=O)[NH:10][C:11](=[O:13])[CH:12]=2)[CH2:6][CH2:5][O:4][CH2:3][CH2:2]1.[Na+].[C:19]1([NH2:26])[C:20]([NH2:25])=[CH:21][CH:22]=[CH:23][CH:24]=1.Cl.CN(C)CCCN=C=NCC>N1C=CC=CC=1.CN(C)C=O.C(O)(=O)C>[NH:25]1[C:20]2[CH:21]=[CH:22][CH:23]=[CH:24][C:19]=2[N:26]=[C:15]1[CH2:14][C:9]1[NH:10][C:11](=[O:13])[CH:12]=[C:7]([N:1]2[CH2:2][CH2:3][O:4][CH2:5][CH2:6]2)[N:8]=1 |f:0.1,3.4|. Procedure: The product is prepared according to the procedure described in Example 3, using 300 mg of sodium [4-(morpholin-4-yl)-6-oxo-1,6-dihydropyrimidin-2-yl]acetate, 248 mg of benzene-1,2-diamine and 330 mg of N-[3-(dimethylamino)propyl]-N′-ethylcarbodiimide hydrochloride in a mixture of 2.5 ml of pyridine and 2.5 ml of dimethylformamide and then in 5 ml of acetic acid. After refluxing for one hour and purification by silica column chromatography, eluent: CH2Cl2/MeOH: gradient from 100/0 to 90/10, 75 m... The reactants are [O-2].[La+3].[O-2].[O-2].[La+3] (Lanthanum(III)oxide), La2O3, [N+](=O)(O)[O-] (nitric acid), S(O)(O)(=O)=O (sulfuric acid), C(\C=C/C(=O)O)(=O)O (maleic acid), [OH-].[Na+] (NaOH), CN(CCO)CCO (N-methyl diethanol-amine), C1(\C=C/C(=O)O1)=O (maleic anhydride). The solvent is O (water), O (water). Reaction conditions: temperature 80 celsius, time 70 hour. Yields the product C(\C=C/C(=O)[O-])(=O)[O-].[Na+].[Na+] (disodium maleate). RXN SMILES: C1(=O)OC(=O)C=C1.[C:8]([OH:15])(=[O:14])/[CH:9]=[CH:10]\[C:11]([OH:13])=[O:12].[OH-].[Na+:17].[O-2].[La+3].[O-2].[O-2].[La+3].[N+]([O-])(O)=O.CN(CCO)CCO.S(=O)(=O)(O)O>O>[C:8]([O-:15])(=[O:14])/[CH:9]=[CH:10]\[C:11]([O-:13])=[O:12].[Na+:17].[Na+:17] |f:2.3,4.5.6.7.8,13.14.15|. Reported procedure: A disodium maleate solution was prepared by dissolving 19.6 g (0.2 mol) of maleic anhydride in 50 ml of water and by adding the resulting maleic acid solution to 33.3 g of a 48% lye solution (0.4 mol NaOH). During the addition the temperature of the reaction mixture was maintained at 70-90° C. Lanthanum(III)oxide, La2O3, (8.15 g, 0.025 mol) was dissolved in 65% nitric acid (16.8 g, 0.173 mol) and in 12 ml of water and added to the reaction mixture together with N-methyl diethanol-amine (11.9 g, ... Reactants: CON, CCO, Cl, CCC(=O)c1cc(I)c(O)c(CN)c1, c1ccncc1. The product is CCC(=NOC)c1cc(I)c(O)c(CN)c1. RXN SMILES: [CH3:16][O:17][NH2:18].[CH3:25][CH2:26][OH:27].[ClH:15].[NH2:1][CH2:2][c:3]1[cH:4][c:5]([C:11]([CH2:12][CH3:13])=[O:14])[cH:6][c:7]([I:10])[c:8]1[OH:9].[cH:19]1[cH:20][cH:21][n:22][cH:23][cH:24]1>>[NH2:1][CH2:2][c:3]1[cH:4][c:5]([C:11]([CH2:12][CH3:13])=[N:18][O:17][CH3:16])[cH:6][c:7]([I:10])[c:8]1[OH:9].